Task: describe an organic reaction: reactants, conditions, products, and yield. Dataset: the Open Reaction Database (ORD), a public repository of structured organic reaction records The reactants are TEA, BrC1=CC=C(C=C1)S(=O)(=O)Cl (4-bromo-benzenesulfonyl chloride), N1(CCCC1)CCN (2-pyrrolidin-1-yl-ethylamine). The solvent is C(Cl)Cl (DCM). Conditions: time 3 hour. The product is BrC1=CC=C(C=C1)S(=O)(=O)NCCN1CCCC1 (4-Bromo-N-(2-pyrrolidin-1-yl-ethyl)-benzenesulfonamide). As a reaction SMILES: [Br:1][C:2]1[CH:7]=[CH:6][C:5]([S:8](Cl)(=[O:10])=[O:9])=[CH:4][CH:3]=1.[N:12]1([CH2:17][CH2:18][NH2:19])[CH2:16][CH2:15][CH2:14][CH2:13]1>C(Cl)Cl>[Br:1][C:2]1[CH:7]=[CH:6][C:5]([S:8]([NH:19][CH2:18][CH2:17][N:12]2[CH2:16][CH2:15][CH2:14][CH2:13]2)(=[O:10])=[O:9])=[CH:4][CH:3]=1. Reported procedure: 4-bromo-benzenesulfonyl chloride (3.36 g, 13.1 mmol, 1 equiv) was dissolved in 50 mL DCM and treated with TEA (9.16 mL, 65.7 mmol, 5 equiv). To this, while stirring the solution, was added 2-pyrrolidin-1-yl-ethylamine (3 g, 26.3 mmol, 2 equiv). After 3 h, reaction was poured onto DCM/water mixture and washed once. The aqueous phase was back extracted once with fresh DCM. Organic phases were combined, washed once with brine and dried over sodium sulfate. Filtration followed by rotary evaporation ... The reactants are C(CCCC)C1CCC(CC1)C1CCC(CC1)C=O (4-(4-pentylcyclohexyl) cyclohexane carbaldehyde), Cl (hydrochloric acid), resultant solution, Grignard reagent, BrCCC1OCCCO1 (2-(2-bromoethyl)-1,3-dioxane), [Mg] (magnesium). The solvent is O1CCCC1 (THF), O1CCCC1 (tetrahydrofuran). The product is C1C(C)OC(CCC(C2CCC(CC2)C2CCC(CC2)CCCCC)O)O1 (4-hydroxy-4-(4-(4-pentylcyclohexyl) cyclohexyl)butanal propylene acetal). The yield is 82.8%. As a reaction SMILES: Br[CH2:2][CH2:3][CH:4]1[O:9][CH2:8][CH2:7][CH2:6][O:5]1.[Mg].[CH2:11]([CH:16]1[CH2:21][CH2:20][CH:19]([CH:22]2[CH2:27][CH2:26][CH:25]([CH:28]=[O:29])[CH2:24][CH2:23]2)[CH2:18][CH2:17]1)[CH2:12][CH2:13][CH2:14][CH3:15].Cl>O1CCCC1>[CH2:6]1[O:5][CH:4]([CH2:3][CH2:2][CH:28]([OH:29])[CH:25]2[CH2:24][CH2:23][CH:22]([CH:19]3[CH2:20][CH2:21][CH:16]([CH2:11][CH2:12][CH2:13][CH2:14][CH3:15])[CH2:17][CH2:18]3)[CH2:27][CH2:26]2)[O:9][CH:8]1[CH3:7]. Reported procedure: To Grignard reagent prepared from 33.7 g (173 mmol) of 2-(2-bromoethyl)-1,3-dioxane and magnesium in 300 ml of tetrahydrofuran (THF), a solution of 40.0 g (151 mmol) of 4-(4-pentylcyclohexyl) cyclohexane carbaldehyde (10) in 200 ml of THF was added dropwise, and the resultant solution was stirred for 3 hours. The reaction solution was added into 500 ml of 1N-hydrochloric acid, and the reaction product was extracted with 300 ml of toluene. The formed organic layer was sequentially washed with a s... Reactants: Fc1cc2[nH]ncc2cc1Br, CN(C)C=O, CCOC(C)=O, O=C1CCC(=O)N1I. The product is Fc1cc2[nH]nc(I)c2cc1Br. As a reaction SMILES: [Br:1][c:2]1[cH:3][c:4]2[cH:5][n:6][nH:7][c:8]2[cH:9][c:10]1[F:11].[CH3:20][N:21]([CH3:22])[CH:23]=[O:24].[CH3:25][CH2:26][O:27][C:28](=[O:29])[CH3:30].[I:12][N:13]1[C:14](=[O:15])[CH2:16][CH2:17][C:18]1=[O:19]>>[Br:1][c:2]1[cH:3][c:4]2[c:5]([I:12])[n:6][nH:7][c:8]2[cH:9][c:10]1[F:11]. The reactants are N#CC[PH](c1ccccc1)(c1ccccc1)c1ccccc1, COc1cc(C=O)ccc1C. Product: COc1cc(C=CC#N)ccc1C. As a reaction SMILES: [C:12](#[N:13])[CH2:14][PH:15]([c:16]1[cH:17][cH:18][cH:19][cH:20][cH:21]1)([c:22]1[cH:23][cH:24][cH:25][cH:26][cH:27]1)[c:28]1[cH:29][cH:30][cH:31][cH:32][cH:33]1.[CH3:1][O:2][c:3]1[cH:4][c:5]([CH:6]=[O:7])[cH:8][cH:9][c:10]1[CH3:11]>>[CH3:1][O:2][c:3]1[cH:4][c:5]([CH:6]=[CH:14][C:12]#[N:13])[cH:8][cH:9][c:10]1[CH3:11]. Reactants: COc1ccccc1S(=O)(=O)Cl, CN(C)c1ccncc1, ClCCl, CCCN1CCN(C2CCN(C(=O)C(c3ccccc3)n3c(=O)[nH]c4ccc(C#N)cc43)C2)CC1. Yields the product CCCN1CCN(C2CCN(C(=O)C(c3ccccc3)n3c(=O)n(S(=O)(=O)c4ccccc4OC)c4ccc(C#N)cc43)C2)CC1. Reaction SMILES: [CH3:36][O:37][c:38]1[c:39]([S:44](=[O:45])(=[O:46])[Cl:47])[cH:40][cH:41][cH:42][cH:43]1.[CH3:48][N:49]([c:50]1[cH:51][cH:52][n:53][cH:54][cH:55]1)[CH3:56].[Cl:57][CH2:58][Cl:59].[O:1]=[c:2]1[n:3]([CH:13]([C:14]([N:15]2[CH2:16][CH:17]([N:20]3[CH2:21][CH2:22][N:23]([CH2:26][CH2:27][CH3:28])[CH2:24][CH2:25]3)[CH2:18][CH2:19]2)=[O:29])[c:30]2[cH:31][cH:32][cH:33][cH:34][cH:35]2)[c:4]2[c:5]([nH:6]1)[cH:7][cH:8][c:9]([C:11]#[N:12])[cH:10]2>>[O:1]=[c:2]1[n:3]([CH:13]([C:14]([N:15]2[CH2:16][CH:17]([N:20]3[CH2:21][CH2:22][N:23]([CH2:26][CH2:27][CH3:28])[CH2:24][CH2:25]3)[CH2:18][CH2:19]2)=[O:29])[c:30]2[cH:31][cH:32][cH:33][cH:34][cH:35]2)[c:4]2[c:5]([n:6]1[S:44]([c:39]1[c:38]([O:37][CH3:36])[cH:43][cH:42][cH:41][cH:40]1)(=[O:45])=[O:46])[cH:7][cH:8][c:9]([C:11]#[N:12])[cH:10]2. Starting materials: COCCN(CCOC)S(F)(F)F ([bis(2-methoxyethyl)-amino]sulfur trifluoride), FC1=C2C(C(=CN(C2=CC=C1)CC1=CC=C(C=C1)N1N=C(C=C1)CO)C(=O)OCC)=O (ethyl 5-fluoro-1-{4-[3-(hydroxymethyl)-1H-pyrazol-1-yl]benzyl}-4-oxo-1,4-dihydroquinoline-3-carboxylate), [OH-].[Na+] (NaOH). Solvent: O1CCCC1 (tetrahydrofuran). Run at time 30 minute. The product is FC1=C2C(C(=CN(C2=CC=C1)CC1=CC=C(C=C1)N1N=C(C=C1)CF)C(=O)O)=O (5-Fluoro-1-{4-[3-(fluoromethyl)-1H-pyrazol-1-yl]benzyl}-4-oxo-1,4-dihydroquinoline-3-carboxylic acid). As a reaction SMILES: [F:1][C:2]1[CH:11]=[CH:10][CH:9]=[C:8]2[C:3]=1[C:4](=[O:31])[C:5]([C:26]([O:28]CC)=[O:27])=[CH:6][N:7]2[CH2:12][C:13]1[CH:18]=[CH:17][C:16]([N:19]2[CH:23]=[CH:22][C:21]([CH2:24]O)=[N:20]2)=[CH:15][CH:14]=1.COCCN(S(F)(F)[F:42])CCOC.[OH-].[Na+]>O1CCCC1>[F:1][C:2]1[CH:11]=[CH:10][CH:9]=[C:8]2[C:3]=1[C:4](=[O:31])[C:5]([C:26]([OH:28])=[O:27])=[CH:6][N:7]2[CH2:12][C:13]1[CH:14]=[CH:15][C:16]([N:19]2[CH:23]=[CH:22][C:21]([CH2:24][F:42])=[N:20]2)=[CH:17][CH:18]=1 |f:2.3|. Procedure details: A solution of ethyl 5-fluoro-1-{4-[3-(hydroxymethyl)-1H-pyrazol-1-yl]benzyl}-4-oxo-1,4-dihydroquinoline-3-carboxylate (0.050 g, 0.119 mmol) in 2 mL of tetrahydrofuran was cooled to −40° C. under nitrogen, and [bis(2-methoxyethyl)-amino]sulfur trifluoride (0.029 g, 0.13 mmol) was added. The reaction mixture was warmed to room temperature and after 4 hours 1 N NaOH (0.50 mL, 0.50 mmol) was added. After 30 minutes, the tetrahydrofuran was removed in vacuo, and 1 mL DMSO and 0.5 mL 40% NaOH were add... Starting materials: ClC1=CC=C(C=C1)C1(CCC1)C(=O)N1CC(CCC1)COS(=O)(=O)C (Methanesulfonic acid 1-[1-(4-chloro-phenyl)-cyclobutanecarbonyl]-piperidin-3-ylmethyl ester), OC1=C(C=CC=C1)N1CCNCC1 (1-(2-hydroxyphenyl)piperazine), C([O-])([O-])=O.[Cs+].[Cs+] (cesium carbonate). The product is ClC1=CC=C(C=C1)C1(CCC1)C(=O)N1CC(CCC1)CN1CCN(CC1)C1=C(C=CC=C1)O ([1-(4-Chloro-phenyl)-cyclobutyl]-{3-[4-(2-hydroxy-phenyl)-piperazin-1-ylmethyl]-piperidin-1-yl}-methanone). Isolated yield 32.0%. As a reaction SMILES: [Cl:1][C:2]1[CH:7]=[CH:6][C:5]([C:8]2([C:12]([N:14]3[CH2:19][CH2:18][CH2:17][CH:16]([CH2:20]OS(C)(=O)=O)[CH2:15]3)=[O:13])[CH2:11][CH2:10][CH2:9]2)=[CH:4][CH:3]=1.[OH:26][C:27]1[CH:32]=[CH:31][CH:30]=[CH:29][C:28]=1[N:33]1[CH2:38][CH2:37][NH:36][CH2:35][CH2:34]1.C(=O)([O-])[O-].[Cs+].[Cs+]>>[Cl:1][C:2]1[CH:3]=[CH:4][C:5]([C:8]2([C:12]([N:14]3[CH2:19][CH2:18][CH2:17][CH:16]([CH2:20][N:36]4[CH2:35][CH2:34][N:33]([C:28]5[CH:29]=[CH:30][CH:31]=[CH:32][C:27]=5[OH:26])[CH2:38][CH2:37]4)[CH2:15]3)=[O:13])[CH2:11][CH2:10][CH2:9]2)=[CH:6][CH:7]=1 |f:2.3.4|. Procedure: Compound 12 was prepared using the method described in Example 3, starting with compound 2 (1.0 g, 2.60 mmol), 1-(2-hydroxyphenyl)piperazine (0.51 g, 2.86 mmol), and cesium carbonate (1.27 g, 3.90 mmol) to give 12 (0.39 g, 32%); C27H34ClN3O2, LRMS (m/z)=469 (MH+).